Dataset: the Open Reaction Database (ORD), a public repository of structured organic reaction records. Task: describe an organic reaction: reactants, conditions, products, and yield Starting materials: CCOC(=O)CBr, CC1(C)c2ccccc2C(C#N)c2ccccc21, CC[O-], CCO, [Na+]. Product: CCOC(=O)CC1(C#N)c2ccccc2C(C)(C)c2ccccc21. Reaction SMILES: [Br:23][CH2:24][C:25](=[O:26])[O:27][CH2:28][CH3:29].[C:1](#[N:2])[CH:3]1[c:4]2[cH:5][cH:6][cH:7][cH:8][c:9]2[C:10]([CH3:17])([CH3:18])[c:11]2[cH:12][cH:13][cH:14][cH:15][c:16]21.[CH3:20][CH2:21][O-:22].[CH3:30][CH2:31][OH:32].[Na+:19]>>[C:1](#[N:2])[C:3]1([CH2:24][C:25](=[O:26])[O:27][CH2:28][CH3:29])[c:4]2[cH:5][cH:6][cH:7][cH:8][c:9]2[C:10]([CH3:17])([CH3:18])[c:11]2[cH:12][cH:13][cH:14][cH:15][c:16]21. As a reaction SMILES: [F:1][C:2]1[CH:7]=[CH:6][C:5]([F:8])=[CH:4][C:3]=1[SH:9].[OH-].[Na+].Cl[C:13]1[CH:20]=[CH:19][C:18]([Cl:21])=[CH:17][C:14]=1[CH:15]=[O:16]>O>[F:1][C:2]1[CH:7]=[CH:6][C:5]([F:8])=[CH:4][C:3]=1[S:9][C:13]1[CH:20]=[CH:19][C:18]([Cl:21])=[CH:17][C:14]=1[CH:15]=[O:16] |f:1.2|. Reactants: FC1=C(C=C(C=C1)F)S (2,5-difluorothiophenol), [OH-].[Na+] (sodium hydroxide), ClC1=C(C=O)C=C(C=C1)Cl (2,5-dichlorobenzaldehyde). Solvent: O (water), O (water). Isolated yield 73.9%. Yields the product FC1=C(C=C(C=C1)F)SC1=C(C=O)C=C(C=C1)Cl (2-(2,5-difluorophenylthio)-5-chlorobenzaldehyde). Procedure: The solution of 13.1 g of 2,5-difluorothiophenol (I.Cervena et al., Collect. Czech. Chem. Commun. 45, 2688, 1980) in 20 ml hexamethylphosphortriamide is treated with a solution of 3.6 g of sodium hydroxide in 6 ml of water and then with 13.65 g of 2,5-dichlorobenzaldehyde (of Example 6, reference above). Then, the mixture is heated while stirring for 5.5 hours to 100° C. It is then diluted with 150 ml of water and extracted with benzene. The extract is washed with a 5% sodium hydroxide solution ... The solvent is CN(C)C=O (DMF). Procedure details: 200 mg of 1-cyclopropyl-5-amino-6,7,8-trifluoro-1,4-dihydro-4-oxoquinoline-3-carboxylic acid, 101 mg of 4-fluoroisoindoline, 200 mg of DBU, and 1.5 ml of anhydrous DMF were processed in the same manner as in Example 20 to produce 59 mg of the target compound. Product: FC1=C2CN(CC2=CC=C1)C1=C(C(=C2C(C(=CN(C2=C1F)C1CC1)C(=O)O)=O)N)F (7-(4-fluoro-2-isoindolinyl)-1-cyclopropyl-5-amino-6,8-difluoro-1,4-dihydro-4-oxoquinoline-3-carboxylic acid). Reactants: C1(CC1)N1C=C(C(C2=C(C(=C(C(=C12)F)F)F)N)=O)C(=O)O (1-cyclopropyl-5-amino-6,7,8-trifluoro-1,4-dihydro-4-oxoquinoline-3-carboxylic acid), FC1=C2CNCC2=CC=C1 (4-fluoroisoindoline), C1CCC2=NCCCN2CC1 (DBU). Reaction SMILES: [CH:1]1([N:4]2[C:13]3[C:8](=[C:9]([NH2:17])[C:10]([F:16])=[C:11](F)[C:12]=3[F:14])[C:7](=[O:18])[C:6]([C:19]([OH:21])=[O:20])=[CH:5]2)[CH2:3][CH2:2]1.[F:22][C:23]1[CH:31]=[CH:30][CH:29]=[C:28]2[C:24]=1[CH2:25][NH:26][CH2:27]2.C1CCN2C(=NCCC2)CC1>CN(C=O)C>[F:22][C:23]1[CH:31]=[CH:30][CH:29]=[C:28]2[C:24]=1[CH2:25][N:26]([C:11]1[C:12]([F:14])=[C:13]3[C:8]([C:7](=[O:18])[C:6]([C:19]([OH:21])=[O:20])=[CH:5][N:4]3[CH:1]3[CH2:2][CH2:3]3)=[C:9]([NH2:17])[C:10]=1[F:16])[CH2:27]2. Yield: 21.2%. Starting materials: FC(C1=C(C=CC=C1)NC(CC)=C(C(=O)OCC)C(=O)[O-])(F)F (ethyl 2-[1-(2-trifluoromethylphenylamino)-prop-1-ylidene]-propanedioate). Run in C1(=CC=CC=C1)OC1=CC=CC=C1 (phenyl oxide). Conditions: temperature 240 celsius. Product: OC1=C(C(=NC2=C(C=CC=C12)C(F)(F)F)CC)C(=O)OCC (ethyl 4-hydroxy-2-ethyl-8-trifluoromethyl-quinoline-3-carboxylate). The yield is 37.8%. As a reaction SMILES: [F:1][C:2]([F:23])([F:22])[C:3]1[CH:8]=[CH:7][CH:6]=[CH:5][C:4]=1[NH:9][C:10](=[C:13]([C:19]([O-:21])=O)[C:14]([O:16][CH2:17][CH3:18])=[O:15])[CH2:11][CH3:12]>C1(OC2C=CC=CC=2)C=CC=CC=1>[OH:21][C:19]1[C:5]2[C:4](=[C:3]([C:2]([F:23])([F:1])[F:22])[CH:8]=[CH:7][CH:6]=2)[N:9]=[C:10]([CH2:11][CH3:12])[C:13]=1[C:14]([O:16][CH2:17][CH3:18])=[O:15]. Procedure details: A suspension of 53 g of the product of Step C and 50 ml of phenyl oxide was heated for 20 minutes in a bath at 240° C and the resulting ethanol was distilled. The phenyl oxide was evaporated and the residue was taken up in 100 ml of isopropyl ether. The mixture was filtered and the filter was washed twice with 10 ml of isopropyl ether to obtain 19 g of ethyl 4-hydroxy-2-ethyl-8-trifluoromethyl-quinoline-3-carboxylate melting at 129° C which was used as is for the next step. The reactants are C([O-])([O-])=O.[K+].[K+] (potassium carbonate), N1=CC(=CC=C1)CCC(C#C[Si](C)(C)C)O ((±)-5-(3-pyridyl)-1-(trimethylsilyl)pent-1-yn-3-ol). Run in CO (methanol). Run at time 24 hour. Yields the product N1=CC(=CC=C1)CCC(C#C)O ((±)-5-(3-Pyridyl)pent-1-yn-3-ol). Isolated yield 89.9%. RXN SMILES: C(=O)([O-])[O-].[K+].[K+].[N:7]1[CH:12]=[CH:11][CH:10]=[C:9]([CH2:13][CH2:14][CH:15]([OH:22])[C:16]#[C:17][Si](C)(C)C)[CH:8]=1>CO>[N:7]1[CH:12]=[CH:11][CH:10]=[C:9]([CH2:13][CH2:14][CH:15]([OH:22])[C:16]#[CH:17])[CH:8]=1 |f:0.1.2|. Procedure details: Solid potassium carbonate (1.5 g) was added to a solution of (±)-5-(3-pyridyl)-1-(trimethylsilyl)pent-1-yn-3-ol (2.9 g) in methanol (50 ml) and the mixture stirred at room temperature for 24 hours. The methanol was removed under reduced pressure and water was added. The mixture was extracted with dichloromethane, the extracts dried over anhydrous magnesium sulfate, filtered and concentrated under reduced pressure. The residue was purified by column chromatography over silica eluting with ethyl a... Starting materials: Nc1cccc(Cl)c1, Cc1cc(Nc2cc3ccccc3c(Cl)n2)n[nH]1. Yields the product Cc1cc(Nc2cc3ccccc3c(Nc3cccc(Cl)c3)n2)n[nH]1. RXN SMILES: [Cl:19][c:20]1[cH:21][c:22]([NH2:26])[cH:23][cH:24][cH:25]1.[Cl:1][c:2]1[n:3][c:4]([NH:12][c:13]2[n:14][nH:15][c:16]([CH3:18])[cH:17]2)[cH:5][c:6]2[cH:7][cH:8][cH:9][cH:10][c:11]12>>[c:2]1([NH:26][c:22]2[cH:21][c:20]([Cl:19])[cH:25][cH:24][cH:23]2)[n:3][c:4]([NH:12][c:13]2[n:14][nH:15][c:16]([CH3:18])[cH:17]2)[cH:5][c:6]2[cH:7][cH:8][cH:9][cH:10][c:11]12. Reactants: C(=O)(OCC)N1C(C=2C(C1=O)=CC=CC2)=O (N-Carboethoxyphthalimide), S1C(=CC=C1)CCN (2-(2-thienyl)ethylamine). Run in C(C)O (ethanol). Run at time 22.5 hour. Product: S1C(=CC=C1)CCN1C(C=2C(C1=O)=CC=CC2)=O (N-(2-(2-thienyl)ethyl) phthalimide). As a reaction SMILES: [C:1]([N:6]1[C:10](=[O:11])[C:9]2=[CH:12][CH:13]=[CH:14][CH:15]=[C:8]2[C:7]1=[O:16])(OCC)=O.[S:17]1[CH:21]=[CH:20][CH:19]=[C:18]1[CH2:22]CN>C(O)C>[S:17]1[CH:21]=[CH:20][CH:19]=[C:18]1[CH2:22][CH2:1][N:6]1[C:7](=[O:16])[C:8]2=[CH:15][CH:14]=[CH:13][CH:12]=[C:9]2[C:10]1=[O:11]. Procedure details: N-Carboethoxyphthalimide (4.93 g, 22.5 mmol) was added to a solution of 2-(2-thienyl)ethylamine (2.75 g, 21.6 mmol) in ethanol (20 ml) and was stirred for 20-25 hours. The precipitated product was collected by filtration, washed with cold methanol and dried. The product obtained (5.45 g) was used in the next step without purification. Starting materials: C=CCN, C1CCOC1, O=C(Cl)c1ccc(Cl)s1, c1ccncc1. The product is C=CCNC(=O)c1ccc(Cl)s1. As a reaction SMILES: [CH2:10]([CH:11]=[CH2:12])[NH2:13].[CH2:20]1[O:21][CH2:22][CH2:23][CH2:24]1.[Cl:1][c:2]1[cH:3][cH:4][c:5]([C:7](=[O:8])[Cl:9])[s:6]1.[cH:14]1[cH:15][cH:16][n:17][cH:18][cH:19]1>>[Cl:1][c:2]1[cH:3][cH:4][c:5]([C:7](=[O:8])[NH:13][CH2:10][CH:11]=[CH2:12])[s:6]1.